From a dataset of the Open Reaction Database (ORD), a public repository of structured organic reaction records. describe an organic reaction: reactants, conditions, products, and yield The reactants are CCN(CC)C(=N)c1ccc2c(c1)Oc1ccccc1C2C1CC2CCC(C1)N2C(=O)OC(C)(C)C, CC(Cl)Cl, O=C(O)C(F)(F)F, O. Product: O=C(O)C(F)(F)F, CCN(CC)C(=N)c1ccc2c(c1)Oc1ccccc1C2C1CC2CCC(C1)N2. As a reaction SMILES: [C:1]([O:2][C:3](=[O:4])[N:8]1[CH:9]2[CH2:10][CH:11]([CH:16]3[c:17]4[cH:18][cH:19][cH:20][cH:21][c:22]4[O:23][c:24]4[cH:25][c:26]([C:30]([N:31]([CH2:32][CH3:33])[CH2:34][CH3:35])=[NH:36])[cH:27][cH:28][c:29]43)[CH2:12][CH:13]1[CH2:14][CH2:15]2)([CH3:5])([CH3:6])[CH3:7].[Cl:45][CH:46]([Cl:47])[CH3:48].[F:38][C:39]([C:40](=[O:41])[OH:42])([F:43])[F:44].[OH2:37]>>[F:38][C:39]([C:40](=[O:41])[OH:42])([F:43])[F:44].[NH:8]1[CH:9]2[CH2:10][CH:11]([CH:16]3[c:17]4[cH:18][cH:19][cH:20][cH:21][c:22]4[O:23][c:24]4[cH:25][c:26]([C:30]([N:31]([CH2:32][CH3:33])[CH2:34][CH3:35])=[NH:36])[cH:27][cH:28][c:29]43)[CH2:12][CH:13]1[CH2:14][CH2:15]2. The reactants are C(CCC)OC1=C(C=CC(=C1)COC1=CC=C2CC[C@H](C2=C1)CC(=O)OC)C1=C(C=CC(=C1)OC)F (methyl ((1S)-6-(((2-(butyloxy)-2′-fluoro-5′-(methyloxy)-1,1′-biphenyl-4-yl)methyl)oxy)-2,3-dihydro-1H-inden-1-yl)acetate), [OH-].[Li+] (lithium hydroxide). Reaction conditions: temperature 23 celsius, time 8 hour. RXN SMILES: [CH2:1]([O:5][C:6]1[CH:11]=[C:10]([CH2:12][O:13][C:14]2[CH:22]=[C:21]3[C:17]([CH2:18][CH2:19][C@H:20]3[CH2:23][C:24]([O:26]C)=[O:25])=[CH:16][CH:15]=2)[CH:9]=[CH:8][C:7]=1[C:28]1[CH:33]=[C:32]([O:34][CH3:35])[CH:31]=[CH:30][C:29]=1[F:36])[CH2:2][CH2:3][CH3:4].[OH-].[Li+]>C1COCC1.CO>[CH2:1]([O:5][C:6]1[CH:11]=[C:10]([CH2:12][O:13][C:14]2[CH:22]=[C:21]3[C:17]([CH2:18][CH2:19][C@@H:20]3[CH2:23][C:24]([OH:26])=[O:25])=[CH:16][CH:15]=2)[CH:9]=[CH:8][C:7]=1[C:28]1[CH:33]=[C:32]([O:34][CH3:35])[CH:31]=[CH:30][C:29]=1[F:36])[CH2:2][CH2:3][CH3:4].[CH2:1]([O:5][C:6]1[CH:11]=[C:10]([CH2:12][O:13][C:14]2[CH:22]=[C:21]3[C:17]([CH2:18][CH2:19][C@H:20]3[CH2:23][C:24]([OH:26])=[O:25])=[CH:16][CH:15]=2)[CH:9]=[CH:8][C:7]=1[C:28]1[CH:33]=[C:32]([O:34][CH3:35])[CH:31]=[CH:30][C:29]=1[F:36])[CH2:2][CH2:3][CH3:4] |f:1.2,3.4|. Reported procedure: To a solution of 17.1 (0.024 g, 0.0485 mmol) in THF/MeOH (2/1) (1.5 mL) was added lithium hydroxide (0.50 mL, 0.50 mmol). The resulting mixture was stirred overnight at 23° C., quenched with excess 1N HCl, and extracted with EtOAc. The combined organic layers were dried over anhydrous Na2SO4 and concentrated. The residue was purified by silica gel chromatography (0 to 40% EtOAc/hexanes) to afford ((1R)-6-(((2-(butyloxy)-2′-fluoro-5′-(methyloxy)-1,1′-biphenyl-4-yl)methyl)oxy)-2,3-dihydro-1H-inden... Yield: 84.4%. Run in C1CCOC1.CO (THF MeOH). Yields the product C(CCC)OC1=C(C=CC(=C1)COC1=CC=C2CC[C@@H](C2=C1)CC(=O)O)C1=C(C=CC(=C1)OC)F (((1R)-6-(((2-(butyloxy)-2′-fluoro-5′-(methyloxy)-1,1′-biphenyl-4-yl)methyl)oxy)-2,3-dihydro-1H-inden-1-yl)acetic acid), C(CCC)OC1=C(C=CC(=C1)COC1=CC=C2CC[C@H](C2=C1)CC(=O)O)C1=C(C=CC(=C1)OC)F (((1S)-6-(((2-(butyloxy)-2′-fluoro-5′-(methyloxy)-1,1′-biphenyl-4-yl)methyl)oxy)-2,3-dihydro-1H-inden-1-yl)acetic acid). The reactants are FC1=C(C=CC=C1)[N+](=O)[O-] (2-fluoronitrobenzene), C(C)(C)(C)OC(=O)N[C@@H](C(=O)O)CN ((R)-(−)-2-tert-butoxycarbonylamino-3-amino-propionic acid), C([O-])([O-])=O.[K+].[K+] (potassium carbonate), ice water. The solvent is CN(C=O)C (N,N-dimethylformamide). Reaction conditions: temperature 70 celsius, time 8 hour. Yields the product C(C)(C)(C)OC(=O)N[C@@H](C(=O)O)CNC1=C(C=CC=C1)[N+](=O)[O-] ((R)-(−)-2-tert-butoxycarbonylamino-3-(2-nitrophenylamino)propionic acid). Isolated yield 99.0%. RXN SMILES: F[C:2]1[CH:7]=[CH:6][CH:5]=[CH:4][C:3]=1[N+:8]([O-:10])=[O:9].[C:11]([O:15][C:16]([NH:18][C@H:19]([CH2:23][NH2:24])[C:20]([OH:22])=[O:21])=[O:17])([CH3:14])([CH3:13])[CH3:12].C(=O)([O-])[O-].[K+].[K+]>CN(C)C=O>[C:11]([O:15][C:16]([NH:18][C@H:19]([CH2:23][NH:24][C:2]1[CH:7]=[CH:6][CH:5]=[CH:4][C:3]=1[N+:8]([O-:10])=[O:9])[C:20]([OH:22])=[O:21])=[O:17])([CH3:14])([CH3:13])[CH3:12] |f:2.3.4|. Procedure: To a solution of 2-fluoronitrobenzene (3.45 g) in N,N-dimethylformamide (60 mL), (R)-(−)-2-tert-butoxycarbonylamino-3-amino-propionic acid (5 g) and potassium carbonate (6.77 g) were added, followed by stirring overnight at 70° C. The reaction mixture was allowed to cool down, poured into ice water, and then extracted with ethyl acetate. After 1 N hydrochloric acid was added to the aqueous layer to adjust pH to 3, the aqueous layer was extracted with ethyl acetate. The organic layer was washed w... Starting materials: Cc1nc(N2C(=O)N(c3ccc(F)cc3)CC2O)sc1C(=O)NCc1ccccc1, C[N+]1([O-])CCOCC1, CCC[N+](CCC)(CCC)CCC, ClC(Cl)Cl, O=[Ru](=O)(=O)[O-]. Yields the product Cc1nc(N2C(=O)CN(c3ccc(F)cc3)C2=O)sc1C(=O)NCc1ccccc1. RXN SMILES: [CH2:1]([c:2]1[cH:3][cH:4][cH:5][cH:6][cH:7]1)[NH:8][C:9](=[O:10])[c:11]1[c:12]([CH3:30])[n:13][c:14]([N:16]2[C:17](=[O:29])[N:18]([c:22]3[cH:23][cH:24][c:25]([F:28])[cH:26][cH:27]3)[CH2:19][CH:20]2[OH:21])[s:15]1.[CH3:31][N+:32]1([O-:33])[CH2:34][CH2:35][O:36][CH2:37][CH2:38]1.[CH3:48][CH2:49][CH2:50][N+:51]([CH2:52][CH2:53][CH3:54])([CH2:55][CH2:56][CH3:57])[CH2:58][CH2:59][CH3:60].[CH:39]([Cl:40])([Cl:41])[Cl:42].[O-:43][Ru:44](=[O:45])(=[O:46])=[O:47]>>[CH2:1]([c:2]1[cH:3][cH:4][cH:5][cH:6][cH:7]1)[NH:8][C:9](=[O:10])[c:11]1[c:12]([CH3:30])[n:13][c:14]([N:16]2[C:17](=[O:29])[N:18]([c:22]3[cH:23][cH:24][c:25]([F:28])[cH:26][cH:27]3)[CH2:19][C:20]2=[O:21])[s:15]1. As a reaction SMILES: [CH3:33][CH2:34][OH:35].[Cl:1][c:2]1[cH:3][c:4]2[c:9]([cH:10][c:11]1[O:12][c:13]1[c:14]([CH3:21])[cH:15][c:16]([C:19]#[CH:20])[cH:17][cH:18]1)[O:8][CH:7]([C:22]([F:23])([F:24])[F:25])[C:6]([C:26](=[O:27])[O:28][CH2:29][CH3:30])=[CH:5]2.[Li+:31].[O:36]1[CH2:37][CH2:38][CH2:39][CH2:40]1.[OH-:32].[OH2:41]>>[Cl:1][c:2]1[cH:3][c:4]2[c:9]([cH:10][c:11]1[O:12][c:13]1[c:14]([CH3:21])[cH:15][c:16]([C:19]#[CH:20])[cH:17][cH:18]1)[O:8][CH:7]([C:22]([F:23])([F:24])[F:25])[C:6]([C:26](=[O:27])[OH:28])=[CH:5]2. Reactants: CCO, C#Cc1ccc(Oc2cc3c(cc2Cl)C=C(C(=O)OCC)C(C(F)(F)F)O3)c(C)c1, [Li+], C1CCOC1, [OH-], O. The product is C#Cc1ccc(Oc2cc3c(cc2Cl)C=C(C(=O)O)C(C(F)(F)F)O3)c(C)c1.